Dataset: the Open Reaction Database (ORD), a public repository of structured organic reaction records. Task: describe an organic reaction: reactants, conditions, products, and yield Starting materials: C(CCCC)C=1C(CCC1)O (racemic 2-(pentyl)-2-cyclopenten-1-ol), CC(C(=O)[O-])(C(=O)[O-])C (dimethylmalonate), KHCO3, C(C)(C)OC(C)C (diisopropyl ether). Reaction conditions: temperature 21.5 celsius. Yields the product C(CC(=O)O[C@H]1C(=CCC1)CCCCC)(=O)OC ((+)-methyl (R)-2-pentyl-2-cyclopenten-1-yl malonate). RXN SMILES: [CH2:1]([C:6]1[CH:7]([OH:11])[CH2:8][CH2:9][CH:10]=1)[CH2:2][CH2:3][CH2:4][CH3:5].C[C:13](C)([C:17]([O-:19])=[O:18])[C:14]([O-:16])=O.[CH:21](OC(C)C)(C)C>>[C:17]([O:19][CH3:21])(=[O:18])[CH2:13][C:14]([O:11][C@@H:7]1[CH2:8][CH2:9][CH:10]=[C:6]1[CH2:1][CH2:2][CH2:3][CH2:4][CH3:5])=[O:16]. Procedure details: A suspension of racemic 2-(pentyl)-2-cyclopenten-1-ol (100 mg; 0.649 mmol), dimethylmalonate (100 mg; 0.757 mmol), ground KHCO3 (7 mg; 0.05 mmol), diisopropyl ether (1.8 ml) and lipase (100 mg) was stirred in a 10 ml flask at room temperature (20-23° C.). Results are shown in the table below. The reaction was followed by GC method and the ee was determined by treating samples collected at the times indicated with N-methyl-N-trimethylsilyl-trifluoracetamide in dipropyl ether to silylate unreacted... Reactants: CC(C)(C)[Si](C)(C)Cl, COc1ccc(C(OCC(O)CN(C)C)(c2ccccc2)c2ccc(OC)cc2)cc1, CN(C)C=O, CCN(C(C)C)C(C)C. Product: CN(C)CC(O)CO[Si](C)(C)C(C)(C)C. RXN SMILES: [C:41]([CH3:42])([CH3:43])([CH3:44])[Si:45]([Cl:46])([CH3:47])[CH3:48].[CH3:1][O:2][c:3]1[cH:4][cH:5][c:6]([C:7]([c:8]2[cH:9][cH:10][cH:11][cH:12][cH:13]2)([c:14]2[cH:15][cH:16][c:17]([O:18][CH3:19])[cH:20][cH:21]2)[O:22][CH2:23][CH:24]([CH2:25][N:26]([CH3:27])[CH3:28])[OH:29])[cH:30][cH:31]1.[CH3:49][N:50]([CH3:51])[CH:52]=[O:53].[CH:32]([N:33]([CH2:34][CH3:35])[CH:36]([CH3:37])[CH3:38])([CH3:39])[CH3:40]>>[O:22]([CH2:23][CH:24]([CH2:25][N:26]([CH3:27])[CH3:28])[OH:29])[Si:45]([C:41]([CH3:42])([CH3:43])[CH3:44])([CH3:47])[CH3:48].